From a dataset of the Open Reaction Database (ORD), a public repository of structured organic reaction records. describe an organic reaction: reactants, conditions, products, and yield Reactants: C(=O)(N1C=NC=C1)N1C=NC=C1 (1,1'-carbonyldiimidazole), C(C=C)N(CC(=O)O)CC=C (diallylglycine), ClC1=CC=CC2=C1C(N1[C@H](C=3N2C=NC3C(N)=NO)CC1)=O ((S)-8-chloro-12,12a-dihydro-9-oxo-9H,11H-azeto[2,1-c]imidazo[1,5-a][1,4]benzodiazepine-1-carboxamidoxime). Solvent: CN(C=O)C (N,N-dimethylformamide). Run at time 3.5 hour. Yields the product C(C=C)N(CC=C)CC1=NC(=NO1)C=1N=CN2C1[C@H]1N(C(C3=C2C=CC=C3Cl)=O)CC1 ((S)-1-(5-diallylaminomethyl-1,2,4-oxadiazol-3-yl)-8-chloro-12,12a-dihydro-9H,11H-azeto[2,1-c]imidazo[1,5-a][1,4]benzodiazepin-9-one). The yield is 49.2%. As a reaction SMILES: [CH2:1]([N:4]([CH2:9][CH:10]=[CH2:11])[CH2:5][C:6]([OH:8])=O)[CH:2]=[CH2:3].C(N1C=CN=C1)(N1C=CN=C1)=O.[Cl:24][C:25]1[C:30]2[C:31](=[O:45])[N:32]3[CH2:44][CH2:43][C@H:33]3[C:34]3[N:35]([CH:36]=[N:37][C:38]=3[C:39](=[N:41]O)[NH2:40])[C:29]=2[CH:28]=[CH:27][CH:26]=1>CN(C)C=O>[CH2:9]([N:4]([CH2:5][C:6]1[O:8][N:41]=[C:39]([C:38]2[N:37]=[CH:36][N:35]3[C:29]4[CH:28]=[CH:27][CH:26]=[C:25]([Cl:24])[C:30]=4[C:31](=[O:45])[N:32]4[CH2:44][CH2:43][C@H:33]4[C:34]=23)[N:40]=1)[CH2:1][CH:2]=[CH2:3])[CH:10]=[CH2:11]. Procedure: 36.5 g (235 mmol) of diallylglycine were dissolved in 165 ml of N,N-dimethylformamide and treated portionwise with 40.5 g (250 mmol) of 1,1'-carbonyldiimidazole. After stirring for 10 minutes 40 g (126 mmol) of (S)-8-chloro-12,12a-dihydro-9-oxo-9H,11H-azeto[2,1-c]imidazo[1,5-a][1,4]benzodiazepine-1-carboxamidoxime were added and the mixture was stirred at room temperature for 1 hour and at 110° for 3.5 hours. The reaction mixture was concentrated and the residue was purified by chromatography on...